Dataset: the Open Reaction Database (ORD), a public repository of structured organic reaction records. Task: describe an organic reaction: reactants, conditions, products, and yield Reactants: CCOC(=O)CN, Cl, Cl, O=N[O-], [Na+], O. Yields the product CCOC(=O)C(Cl)=NO. As a reaction SMILES: [CH2:2]([CH3:3])[O:4][C:5]([CH2:6][NH2:7])=[O:8].[ClH:1].[ClH:9].[N:10](=[O:11])[O-:12].[Na+:13].[OH2:14]>>[Cl:1][C:6]([C:5]([O:4][CH2:2][CH3:3])=[O:8])=[N:10][OH:12]. Starting materials: CCO, CC(C)(C)OC(=O)N1CCCC(C(C)(OCCN2C(=O)c3ccccc3C2=O)c2cccc(Cl)c2)C1, NN, O. The product is CC(C)(C)OC(=O)N1CCCC(C(C)(OCCN)c2cccc(Cl)c2)C1. Reaction SMILES: [CH3:40][CH2:41][OH:42].[Cl:1][c:2]1[cH:3][c:4]([C:8]([CH3:9])([O:10][CH2:11][CH2:12][N:13]2[C:14](=[O:15])[c:16]3[c:17]([cH:18][cH:19][cH:20][cH:21]3)[C:22]2=[O:23])[CH:24]2[CH2:25][N:26]([C:30](=[O:31])[O:32][C:33]([CH3:34])([CH3:35])[CH3:36])[CH2:27][CH2:28][CH2:29]2)[cH:5][cH:6][cH:7]1.[NH2:38][NH2:39].[OH2:37]>>[Cl:1][c:2]1[cH:3][c:4]([C:8]([CH3:9])([O:10][CH2:11][CH2:12][NH2:13])[CH:24]2[CH2:25][N:26]([C:30](=[O:31])[O:32][C:33]([CH3:34])([CH3:35])[CH3:36])[CH2:27][CH2:28][CH2:29]2)[cH:5][cH:6][cH:7]1. The reactants are CCOC(=O)c1cc2c(COC3CCCCO3)cccc2[nH]1, ClCc1ccc(Cl)c(Cl)c1, [H-], [Na+], CN(C)C=O. The product is CCOC(=O)c1cc2c(COC3CCCCO3)cccc2n1Cc1ccc(Cl)c(Cl)c1. RXN SMILES: [CH2:1]([CH3:2])[O:3][C:4](=[O:5])[c:6]1[nH:7][c:8]2[cH:9][cH:10][cH:11][c:12]([CH2:15][O:16][CH:17]3[O:18][CH2:19][CH2:20][CH2:21][CH2:22]3)[c:13]2[cH:14]1.[Cl:25][c:26]1[cH:27][c:28]([CH2:29][Cl:30])[cH:31][cH:32][c:33]1[Cl:34].[H-:23].[Na+:24].[O:35]=[CH:36][N:37]([CH3:38])[CH3:39]>>[CH2:1]([CH3:2])[O:3][C:4](=[O:5])[c:6]1[n:7]([CH2:29][c:28]2[cH:27][c:26]([Cl:25])[c:33]([Cl:34])[cH:32][cH:31]2)[c:8]2[cH:9][cH:10][cH:11][c:12]([CH2:15][O:16][CH:17]3[O:18][CH2:19][CH2:20][CH2:21][CH2:22]3)[c:13]2[cH:14]1. Starting materials: NC1=C(C=C(C=C1Cl)NC=1C2=C(N=CN1)C=NC(=N2)N[C@@H]2CC[C@H](CC2)C(=O)OC)Cl (4-[(4-amino-3,5-dichlorophenyl)amino]-6-[(trans-4-methoxycarbonylcyclohexyl)amino]pyrimido[5,4-d]-pyrimidine), [OH-].[Na+] (sodium hydroxide), petroleum ether ethyl acetate methanol. Product: NC1=C(C=C(C=C1Cl)NC=1C2=C(N=CN1)C=NC(=N2)N[C@@H]2CC[C@H](CC2)C(=O)O)Cl (4-[(4-Amino-3,5-dichlorophenyl)amino]-6-[(trans-4-carboxycyclohexyl)amino]pyrimido[5,4-d]pyrimidine). As a reaction SMILES: [NH2:1][C:2]1[C:7]([Cl:8])=[CH:6][C:5]([NH:9][C:10]2[C:11]3[N:19]=[C:18]([NH:20][C@H:21]4[CH2:26][CH2:25][C@H:24]([C:27]([O:29]C)=[O:28])[CH2:23][CH2:22]4)[N:17]=[CH:16][C:12]=3[N:13]=[CH:14][N:15]=2)=[CH:4][C:3]=1[Cl:31].[OH-].[Na+]>>[NH2:1][C:2]1[C:7]([Cl:8])=[CH:6][C:5]([NH:9][C:10]2[C:11]3[N:19]=[C:18]([NH:20][C@H:21]4[CH2:22][CH2:23][C@H:24]([C:27]([OH:29])=[O:28])[CH2:25][CH2:26]4)[N:17]=[CH:16][C:12]=3[N:13]=[CH:14][N:15]=2)=[CH:4][C:3]=1[Cl:31] |f:1.2|. Procedure: Prepared from 4-[(4-amino-3,5-dichlorophenyl)amino]-6-[(trans-4-methoxycarbonylcyclohexyl)amino]pyrimido[5,4-d]-pyrimidine by hydrolysis with sodium hydroxide solution. Melting point: 339° C.; Rf : 0.37 (silica gel; petroleum ether/ethyl acetate/methanol=10:10:3) Reactants: [H-].[Na+] (Sodium hydride), OC1=C(C=CC=C1)N1C=CC=C1 (1-(2-hydroxyphenyl)pyrrole), BrC(C(=O)OCC)C1=CC=C(C=C1)C (ethyl α-bromo-p-tolylacetate). Run in C1CCOC1 (THF), C1CCOC1 (THF). Run at time 1 hour. Yields the product C(C)OC(C(OC1=C(C=CC=C1)N1C=CC=C1)C1=CC=C(C=C1)C)=O ((±)-α-[[2-(1H-Pyrrol-1-yl)phenyl]oxy]-p-tolylacetic Acid Ethyl Ester). The yield is 54.9%. As a reaction SMILES: [H-].[Na+].[OH:3][C:4]1[CH:9]=[CH:8][CH:7]=[CH:6][C:5]=1[N:10]1[CH:14]=[CH:13][CH:12]=[CH:11]1.Br[CH:16]([C:22]1[CH:27]=[CH:26][C:25]([CH3:28])=[CH:24][CH:23]=1)[C:17]([O:19][CH2:20][CH3:21])=[O:18]>C1COCC1>[CH2:20]([O:19][C:17](=[O:18])[CH:16]([C:22]1[CH:23]=[CH:24][C:25]([CH3:28])=[CH:26][CH:27]=1)[O:3][C:4]1[CH:9]=[CH:8][CH:7]=[CH:6][C:5]=1[N:10]1[CH:14]=[CH:13][CH:12]=[CH:11]1)[CH3:21] |f:0.1|. Procedure: Sodium hydride (90 mg, 3.9 mmol) was added to a solution of 1-(2-hydroxyphenyl)pyrrole (0.41 g, 2.5 mmol) in anhydrous THF (5 mL) at RT. The reaction mixture was stirred for 1 h at RT, and then a solution of ethyl α-bromo-p-tolylacetate (1.0 g, 3.9 mmol) in anhydrous THF (5 mL) was added dropwise. After 12 h at RT, the solvent was removed in vacuo, and the residue was taken up in dichloromethane. The organic layers were washed with brine, dried, and evaporated. The residue was purified by chroma... Reactants: C1CCOC1, [Li]C, [Cl-], [NH4+], O=C(O)c1ccc2c(c1)Sc1ccccc1C=C2. The product is CC(=O)c1ccc2c(c1)Sc1ccccc1C=C2. RXN SMILES: [CH2:23]1[O:24][CH2:25][CH2:26][CH2:27]1.[CH3:19][Li:20].[Cl-:21].[NH4+:22].[cH:1]1[cH:2][c:3]([C:16](=[O:17])[OH:18])[cH:4][c:5]2[c:11]1[CH:10]=[CH:9][c:8]1[c:7]([cH:15][cH:14][cH:13][cH:12]1)[S:6]2>>[cH:1]1[cH:2][c:3]([C:16](=[O:18])[CH3:19])[cH:4][c:5]2[c:11]1[CH:10]=[CH:9][c:8]1[c:7]([cH:15][cH:14][cH:13][cH:12]1)[S:6]2.